From a dataset of the Open Reaction Database (ORD), a public repository of structured organic reaction records. describe an organic reaction: reactants, conditions, products, and yield Reactants: O=C([O-])[O-], CC#N, CCOC(C)=O, Fc1cc(F)cc(-c2nc(CCl)no2)c1, [Cs+], [Cs+], CC(F)(F)c1cc2c(C(F)(F)F)c(C#N)ccc2[nH]1. Yields the product CC(F)(F)c1cc2c(C(F)(F)F)c(C#N)ccc2n1Cc1noc(-c2cc(F)cc(F)c2)n1. RXN SMILES: [C:20](=[O:21])([O-:22])[O-:23].[CH3:41][C:42]#[N:43].[CH3:44][CH2:45][O:46][C:47]([CH3:48])=[O:49].[Cl:26][CH2:27][c:28]1[n:29][o:30][c:31](-[c:33]2[cH:34][c:35]([F:40])[cH:36][c:37]([F:39])[cH:38]2)[n:32]1.[Cs+:24].[Cs+:25].[F:1][C:2]([CH3:3])([F:4])[c:5]1[nH:6][c:7]2[cH:8][cH:9][c:10]([C:18]#[N:19])[c:11]([C:14]([F:15])([F:16])[F:17])[c:12]2[cH:13]1>>[F:1][C:2]([CH3:3])([F:4])[c:5]1[n:6]([CH2:27][c:28]2[n:29][o:30][c:31](-[c:33]3[cH:34][c:35]([F:40])[cH:36][c:37]([F:39])[cH:38]3)[n:32]2)[c:7]2[cH:8][cH:9][c:10]([C:18]#[N:19])[c:11]([C:14]([F:15])([F:16])[F:17])[c:12]2[cH:13]1.